Dataset: the Open Reaction Database (ORD), a public repository of structured organic reaction records. Task: describe an organic reaction: reactants, conditions, products, and yield Starting materials: CSC1=CC=C(C=C1)B(O)O ([4-(methylthio)phenyl]boronic acid), BrC=1C=NC=C(C1)Br (3,5-dibromopyridine). Run in CCOC(=O)C (EtOAc). Product: BrC=1C=NC=C(C1)C1=CC=C(C=C1)SC (3-bromo-5-[4-(methylthio)phenyl]pyridine). Reaction SMILES: [CH3:1][S:2][C:3]1[CH:8]=[CH:7][C:6](B(O)O)=[CH:5][CH:4]=1.[Br:12][C:13]1[CH:14]=[N:15][CH:16]=[C:17](Br)[CH:18]=1>CCOC(C)=O>[Br:12][C:13]1[CH:14]=[N:15][CH:16]=[C:17]([C:6]2[CH:7]=[CH:8][C:3]([S:2][CH3:1])=[CH:4][CH:5]=2)[CH:18]=1. Procedure: Prepared according to the procedure Coupling-2 using [4-(methylthio)phenyl]boronic acid and 3,5-dibromopyridine as starting material. Flash chromatography (Hex:EtOAc; 95:5-85:15) afforded the title compound Reactants: C1CCOC1, [Li+], COC(=O)C1CCN(c2cccnc2)C1=O, [OH-], O, O. Product: O=C(O)C1CCN(c2cccnc2)C1=O. Reaction SMILES: [CH2:20]1[O:21][CH2:22][CH2:23][CH2:24]1.[Li+:18].[O:1]=[C:2]1[N:3]([c:11]2[cH:12][n:13][cH:14][cH:15][cH:16]2)[CH2:4][CH2:5][CH:6]1[C:7](=[O:8])[O:9][CH3:10].[OH-:17].[OH2:19].[OH2:25]>>[O:1]=[C:2]1[N:3]([c:11]2[cH:12][n:13][cH:14][cH:15][cH:16]2)[CH2:4][CH2:5][CH:6]1[C:7](=[O:8])[OH:9].